This data is from the Open Reaction Database (ORD), a public repository of structured organic reaction records. The task is: describe an organic reaction: reactants, conditions, products, and yield The reactants are C(O)([O-])=O.[Na+] (sodium hydrogen carbonate), BrCC(COC([C@@H](NC(=O)OCC1=CC=CC=C1)C(C)C)=O)O (3-bromo-2-hydroxy-1-(N-CBZ-L-valyloxy)-propane), N1=CC=CC=C1 (pyridin), C(CCCCCCCCCCCCCCCCC)(=O)Cl (stearoyl chloride). Run in ClCCl (dichloromethane), ClCCl (dichloromethane). Conditions: time 8 hour. Yields the product BrCC(COC([C@@H](NC(=O)OCC1=CC=CC=C1)C(C)C)=O)OC(CCCCCCCCCCCCCCCCC)=O (3-bromo-2-stearoyloxy-1-(N-CBz-L-valyloxy)-propane). Reaction SMILES: [Br:1][CH2:2][CH:3]([OH:23])[CH2:4][O:5][C:6](=[O:22])[C@H:7]([CH:19]([CH3:21])[CH3:20])[NH:8][C:9]([O:11][CH2:12][C:13]1[CH:18]=[CH:17][CH:16]=[CH:15][CH:14]=1)=[O:10].N1C=CC=CC=1.[C:30](Cl)(=[O:48])[CH2:31][CH2:32][CH2:33][CH2:34][CH2:35][CH2:36][CH2:37][CH2:38][CH2:39][CH2:40][CH2:41][CH2:42][CH2:43][CH2:44][CH2:45][CH2:46][CH3:47].C(=O)([O-])O.[Na+]>ClCCl>[Br:1][CH2:2][CH:3]([O:23][C:30](=[O:48])[CH2:31][CH2:32][CH2:33][CH2:34][CH2:35][CH2:36][CH2:37][CH2:38][CH2:39][CH2:40][CH2:41][CH2:42][CH2:43][CH2:44][CH2:45][CH2:46][CH3:47])[CH2:4][O:5][C:6](=[O:22])[C@H:7]([CH:19]([CH3:20])[CH3:21])[NH:8][C:9]([O:11][CH2:12][C:13]1[CH:18]=[CH:17][CH:16]=[CH:15][CH:14]=1)=[O:10] |f:3.4|. Procedure: To a stirred solution of 3-bromo-2-hydroxy-1-(N-CBZ-L-valyloxy)-propane (7.9 g, 20 mmol) and pyridin (3.2 g, 40 mmol) in 250 ml dichloromethane was added dropwise a solution of stearoyl chloride (9.1 g, 30 mmol) in 50 ml dichloromethane between 10° C. and 15° C. The solution was stirred overnight at room temperature. 150 ml of 5% sodium hydrogen carbonate solution was added and the mixture stirred for 30 minutes. The organic phase was separated and the water phase was extracted two times with di... The reactants are COc1cc(-c2cc(C)nc(-c3ccnc(-c4cccc(S(=O)(=O)NC(C)(C)C)c4)c3)c2)ccc1C(F)(F)F, O=C(O)C(F)(F)F. The product is COc1cc(-c2cc(C)nc(-c3ccnc(-c4cccc(S(N)(=O)=O)c4)c3)c2)ccc1C(F)(F)F. RXN SMILES: [C:1]([CH3:2])([CH3:3])([CH3:4])[NH:5][S:6](=[O:7])(=[O:8])[c:9]1[cH:10][c:11](-[c:15]2[n:16][cH:17][cH:18][c:19](-[c:21]3[n:22][c:23]([CH3:39])[cH:24][c:25](-[c:27]4[cH:28][c:29]([O:37][CH3:38])[c:30]([C:33]([F:34])([F:35])[F:36])[cH:31][cH:32]4)[cH:26]3)[cH:20]2)[cH:12][cH:13][cH:14]1.[F:40][C:41]([F:42])([F:43])[C:44]([OH:45])=[O:46]>>[NH2:5][S:6](=[O:7])(=[O:8])[c:9]1[cH:10][c:11](-[c:15]2[n:16][cH:17][cH:18][c:19](-[c:21]3[n:22][c:23]([CH3:39])[cH:24][c:25](-[c:27]4[cH:28][c:29]([O:37][CH3:38])[c:30]([C:33]([F:34])([F:35])[F:36])[cH:31][cH:32]4)[cH:26]3)[cH:20]2)[cH:12][cH:13][cH:14]1.